From a dataset of the Open Reaction Database (ORD), a public repository of structured organic reaction records. describe an organic reaction: reactants, conditions, products, and yield Reactants: FC(C(=O)O)(F)F.C(C)S(=O)(=O)N1CCC(CC1)C1=CNC2=C(C=C(C=C12)C1=CC(=CC(=C1)CNC[C@H]1OCCC1)F)C(=O)N (3-[1-(ethylsulfonyl)-4-piperidinyl]-5-[3-fluoro-5-({[(2S)-tetrahydro-2-furanylmethyl]amino}methyl)phenyl]-1H-indole-7-carboxamide trifluoroacetate), O1[C@@H](CCC1)CN (1-[(2S)-tetrahydro-2-furanyl]methanamine). The product is FC(C(=O)O)(F)F.C[C@H](C(C)C)NCC=1C=C(C=C(C1)F)C=1C=C2C(=CNC2=C(C1)C(=O)N)C1CCN(CC1)S(=O)(=O)CC (5-[3-({[(1R)-1,2-dimethylpropyl]amino}methyl)-5-fluorophenyl]-3-[1-(ethylsulfonyl)-4-piperidinyl]-1H-indole-7-carboxamide trifluoroacetate). Isolated yield 34.9%. As a reaction SMILES: [F:1][C:2]([F:7])([F:6])[C:3]([OH:5])=[O:4].[CH2:8]([S:10]([N:13]1[CH2:18][CH2:17][CH:16]([C:19]2[C:27]3[C:22](=[C:23]([C:43]([NH2:45])=[O:44])[CH:24]=[C:25]([C:28]4[CH:33]=[C:32]([CH2:34][NH:35][CH2:36][C@@H:37]5CCCO5)[CH:31]=[C:30]([F:42])[CH:29]=4)[CH:26]=3)[NH:21][CH:20]=2)[CH2:15][CH2:14]1)(=[O:12])=[O:11])[CH3:9].O1CC[CH2:48][C@H:47]1[CH2:51]N>>[F:1][C:2]([F:7])([F:6])[C:3]([OH:5])=[O:4].[CH3:37][C@@H:36]([NH:35][CH2:34][C:32]1[CH:33]=[C:28]([C:25]2[CH:26]=[C:27]3[C:22](=[C:23]([C:43]([NH2:45])=[O:44])[CH:24]=2)[NH:21][CH:20]=[C:19]3[CH:16]2[CH2:15][CH2:14][N:13]([S:10]([CH2:8][CH3:9])(=[O:11])=[O:12])[CH2:18][CH2:17]2)[CH:29]=[C:30]([F:42])[CH:31]=1)[CH:47]([CH3:51])[CH3:48] |f:0.1,3.4|. Procedure: The title compound was prepared according to the general procedure of 3-[1-(ethylsulfonyl)-4-piperidinyl]-5-[3-fluoro-5-({[(2S)-tetrahydro-2-furanylmethyl]amino}methyl)phenyl]-1H-indole-7-carboxamide trifluoroacetate, substituting (2R)-3-methyl-2-butanamine (45 mg, 0.525 mmol) for 1-[(2S)-tetrahydro-2-furanyl]methanamine to afford 19.5 mg of the title compound (34.9%). Starting materials: 378, N1=C(N)N=C(N)N=C1N (melamine), C=O (formalin), [OH-].[Na+] (sodium hydroxide), C(C(=O)O)(=O)O (oxalic acid). The solvent is CO (methyl alcohol). Reaction conditions: temperature 70 celsius. Yields the product CNC1=NC(=NC(=N1)N)N (methyl melamine). As a reaction SMILES: [N:1]1[C:8]([NH2:9])=[N:7][C:5]([NH2:6])=[N:4][C:2]=1[NH2:3].C=O.[OH-].[Na+].[C:14](O)(=O)C(O)=O>CO>[CH3:14][NH:3][C:2]1[N:4]=[C:5]([NH2:6])[N:7]=[C:8]([NH2:9])[N:1]=1 |f:2.3|. Procedure: C-2: A mixture of 378 parts by weight of melamine and 810 parts by weight of 37% formalin was adjusted to pH 7-8 with sodium hydroxide. The mixture was heated to about 70° C. and when it became transparent, 1800 parts by weight of methyl alcohol and 1.9 parts by weight of oxalic acid were added thereto. Then, the mixture was boiled for several minutes. The reaction mixture was cooled, then filtrated and concentrated under reduced pressure to obtain polymethoxy methyl melamine (C-2). An analysis ... Starting materials: [Mg] (magnesium), CI (methyl iodide), CC1C(C(CC(C1)CCC(C)C)C)=O (2,6-Dimethyl-4-(3-methylbutyl)cyclohexanone). Run in CCOCC (ether). Run at time 1 hour. The product is CC1(C(CC(CC1C)CCC(C)C)C)O (1,2,6-Trimethyl-4-(3-methylbutyl)cyclohexanol). Isolated yield 62.8%. RXN SMILES: [Mg].[CH3:2]I.[CH3:4][CH:5]1[CH2:10][CH:9]([CH2:11][CH2:12][CH:13]([CH3:15])[CH3:14])[CH2:8][CH:7]([CH3:16])[C:6]1=[O:17]>CCOCC>[CH3:2][C:6]1([OH:17])[CH:7]([CH3:16])[CH2:8][CH:9]([CH2:11][CH2:12][CH:13]([CH3:15])[CH3:14])[CH2:10][CH:5]1[CH3:4]. Procedure details: To a Grignard solution prepared from magnesium (14.5 g, 0.6 g-atom) and methyl iodide (85.2 g. 0.6 mol) in anhydrous ether (500 mL) was added 2,6-dimethyl-4-(3-methylbutyl) cyclohexanone (59 g, 0.3 mol, produced according to Example 8) over 1 h at 15°-20° C. The mixture was stirred for an additional 1 h and then quenched into saturated ammonium chloride solution. The layers were separated and the aqueous solution was extracted with ether. The combined extracts were washed with 5% sodium bicarbon... Reactants: NC1=C(C=CC(=C1)C1=CC=NC=C1)NS(=O)(=O)C1=CC=C(C=C1)Cl (N-(2-amino-4-pyridin-4-ylphenyl)-4-chlorobenzene sulfonamide), BrC=1C=CC(=C(C1)S(=O)(=O)Cl)OC (5-bromo-2-methoxy-benzenesulfonyl chloride). Run in C(C)(=O)OCC (ethyl acetate), N1=CC=CC=C1 (pyridine). Run at time 2 hour. The product is BrC=1C=CC(=C(C1)S(=O)(=O)NC1=C(C=CC(=C1)C1=CC=NC=C1)NS(=O)(=O)C1=CC=C(C=C1)Cl)OC (5-bromo-N-[2-(4-chlorobenzenesulfonylamino) -5-pyridin-4-ylphenyl]-2-methoxybenzenesulfonamide). Yield: 80.5%. As a reaction SMILES: [NH2:1][C:2]1[CH:7]=[C:6]([C:8]2[CH:13]=[CH:12][N:11]=[CH:10][CH:9]=2)[CH:5]=[CH:4][C:3]=1[NH:14][S:15]([C:18]1[CH:23]=[CH:22][C:21]([Cl:24])=[CH:20][CH:19]=1)(=[O:17])=[O:16].[Br:25][C:26]1[CH:27]=[CH:28][C:29]([O:36][CH3:37])=[C:30]([S:32](Cl)(=[O:34])=[O:33])[CH:31]=1>N1C=CC=CC=1.C(OCC)(=O)C>[Br:25][C:26]1[CH:27]=[CH:28][C:29]([O:36][CH3:37])=[C:30]([S:32]([NH:1][C:2]2[CH:7]=[C:6]([C:8]3[CH:9]=[CH:10][N:11]=[CH:12][CH:13]=3)[CH:5]=[CH:4][C:3]=2[NH:14][S:15]([C:18]2[CH:23]=[CH:22][C:21]([Cl:24])=[CH:20][CH:19]=2)(=[O:16])=[O:17])(=[O:33])=[O:34])[CH:31]=1. Procedure: To a solution of N-(2-amino-4-pyridin-4-ylphenyl)-4-chlorobenzene sulfonamide (0.1 mmol) in pyridine (0.5 mL), 5-bromo-2-methoxy-benzenesulfonyl chloride (0.12 mmol) was added. The reaction mixture was stirred at room temperature for 2 h and then was diluted with ethyl acetate (10 mL). The contents were washed with brine (10 mL), dried over sodium sulfate, and concentrated under vacuum. The residue obtained was purified by column chromatography eluting with hexanes/ethyl acetate (1:1) followed b...